This data is from the Open Reaction Database (ORD), a public repository of structured organic reaction records. The task is: describe an organic reaction: reactants, conditions, products, and yield Yields the product CCOC(=O)N1c2ccc(OC)nc2C(N)CC1C. Reaction SMILES: [C:38].[CH2:1]([CH3:2])[O:3][C:4](=[O:5])[N:6]1[CH:7]([CH3:29])[CH2:8][CH:9]([NH:18][C:19]([O:20][CH2:21][c:22]2[cH:23][cH:24][cH:25][cH:26][cH:27]2)=[O:28])[c:10]2[n:11][c:12]([O:16][CH3:17])[cH:13][cH:14][c:15]21.[CH3:30][CH2:31][OH:32].[O:33]1[CH2:34][CH2:35][CH2:36][CH2:37]1.[Pd:39]>>[CH2:1]([CH3:2])[O:3][C:4](=[O:5])[N:6]1[CH:7]([CH3:29])[CH2:8][CH:9]([NH2:18])[c:10]2[n:11][c:12]([O:16][CH3:17])[cH:13][cH:14][c:15]21. The reactants are C, CCOC(=O)N1c2ccc(OC)nc2C(NC(=O)OCc2ccccc2)CC1C, CCO, C1CCOC1, [Pd].